This data is from the Open Reaction Database (ORD), a public repository of structured organic reaction records. The task is: describe an organic reaction: reactants, conditions, products, and yield Reactants: IC1=CC=C(OCCC2=CC=C(CN3CCN(CC3)C(=O)OC(C)(C)C)C=C2)C=C1 (tert-Butyl 4-{4-[2-(4-iodophenoxy)ethyl]benzyl}piperazine-1-carboxylate), C1(CC1)[B-](F)(F)F.[K+] (potassium cyclopropyltrifluoroborate), C12(CC3CC(CC(C1)C3)C2)P(CCCC)C23CC1CC(CC(C2)C1)C3 (di(1-adamantyl)-n-butyl-phosphine), C(=O)([O-])[O-].[Cs+].[Cs+] (Cs2CO3). The reagents and catalysts are CC(=O)[O-].CC(=O)[O-].[Pd+2] (Pd(OAc)2). Solvent: C1(=CC=CC=C1)C.O (toluene water). Conditions: temperature 130 celsius. Yields the product C1(CC1)C1=CC=C(OCCC2=CC=C(CN3CCN(CC3)C(=O)OC(C)(C)C)C=C2)C=C1 (tert-butyl 4-{4-[2-(4-cyclopropylphenoxy)ethyl]benzyl}piperazine-1-carboxylate). The yield is 22.9%. Reaction SMILES: I[C:2]1[CH:30]=[CH:29][C:5]([O:6][CH2:7][CH2:8][C:9]2[CH:28]=[CH:27][C:12]([CH2:13][N:14]3[CH2:19][CH2:18][N:17]([C:20]([O:22][C:23]([CH3:26])([CH3:25])[CH3:24])=[O:21])[CH2:16][CH2:15]3)=[CH:11][CH:10]=2)=[CH:4][CH:3]=1.[CH:31]1([B-](F)(F)F)[CH2:33][CH2:32]1.[K+].C12(P(C34CC5CC(CC(C5)C3)C4)CCCC)CC3CC(CC(C3)C1)C2.C([O-])([O-])=O.[Cs+].[Cs+]>CC([O-])=O.CC([O-])=O.[Pd+2].C1(C)C=CC=CC=1.O>[CH:31]1([C:2]2[CH:30]=[CH:29][C:5]([O:6][CH2:7][CH2:8][C:9]3[CH:10]=[CH:11][C:12]([CH2:13][N:14]4[CH2:19][CH2:18][N:17]([C:20]([O:22][C:23]([CH3:25])([CH3:24])[CH3:26])=[O:21])[CH2:16][CH2:15]4)=[CH:27][CH:28]=3)=[CH:4][CH:3]=2)[CH2:33][CH2:32]1 |f:1.2,4.5.6,7.8.9,10.11|. Procedure: tert-Butyl 4-{4-[2-(4-iodophenoxy)ethyl]benzyl}piperazine-1-carboxylate (209 mg), potassium cyclopropyltrifluoroborate (86 mg), Pd(OAc)2 (6 mg), di(1-adamantyl)-n-butyl-phosphine (13 mg), Cs2CO3 (391 mg), and toluene/water (10:1) (3.3 mL) were mixed in a 5 mL process vial. The vial was sealed, and the reaction mixture was heated with microwaves to 130° C. for 1 hour. After filtration through a Celite pad, the solvent was removed under reduced pressure. The residue was purified by silica gel colu... The reactants are N1=CC=CC=C1 (pyridine), FC(S(=O)(=O)OS(=O)(=O)C(F)(F)F)(F)F (trifluoromethanesulfonic anhydride), FC(S(=O)(=O)OS(=O)(=O)C(F)(F)F)(F)F (trifluoromethanesulfonic anhydride), NN (hydrazine), C1CCOC1 (THF), C1CCOC1 (THF), N1=CC=CC=C1 (pyridine), C(C)C=1C=C(C(=O)O)C=C(N1)C (2-ethyl-6-methyl-isonicotinic acid). Run in C(C)OCC (diethyl ether), C(Cl)Cl (DCM), C(Cl)Cl (DCM), O=S(Cl)Cl (SOCl2). Reaction conditions: temperature 65 celsius, time 1 hour. Product: C(C)C1=NC(=CC(=C1)C1=NN=C(O1)C1=CC(=NC(=C1)C)CC)C (2-ethyl-4-[2-(2-ethyl-6-methyl-4-pyridinyl)-[1,3,4]oxadiazol-5-yl]-6-methyl-pyridine). Reaction SMILES: [CH2:1]([C:3]1[CH:4]=[C:5]([CH:9]=[C:10]([CH3:12])[N:11]=1)[C:6](O)=[O:7])[CH3:2].[NH2:13][NH2:14].[N:15]1[CH:20]=[CH:19][CH:18]=[CH:17]C=1.F[C:22](F)(F)S(OS(C(F)(F)F)(=O)=O)(=O)=O.[CH2:36]1[CH2:40]O[CH2:38][CH2:37]1>O=S(Cl)Cl.C(OCC)C.C(Cl)Cl>[CH2:37]([C:36]1[CH:40]=[C:18]([C:17]2[O:7][C:6]([C:5]3[CH:9]=[C:10]([CH3:12])[N:11]=[C:3]([CH2:1][CH3:2])[CH:4]=3)=[N:14][N:13]=2)[CH:19]=[C:20]([CH3:22])[N:15]=1)[CH3:38]. Procedure details: A suspension of 2-ethyl-6-methyl-isonicotinic acid (80 mg, 0.397 mmol) in SOCl2 (2 mL) is stirred at 65° C. for 1 h. The now clear solution is concentrated and dried to provide crude 2-ethyl-6-methyl-isonicotinic acid chloride. This material is dissolved in THF (4.5 mL) and treated with 1 M hydrazine in THF (1.59 mL, 1.59 mmol). The mixture is stirred at rt for 15 h before it is diluted with diethyl ether, washed with 1 M aq. HCl followed by 33% aq. KOH solution, dried over MgSO4, filtered and c...